From a dataset of the Open Reaction Database (ORD), a public repository of structured organic reaction records. describe an organic reaction: reactants, conditions, products, and yield Conditions: temperature 0 celsius, time 15 minute. As a reaction SMILES: [O:1]=[C:2]1[NH:7][C:6]2[CH:8]=[CH:9][CH:10]=[C:11](C3CCCCO3)[C:5]=2[O:4][CH2:3]1.C[C:19]([CH3:22])([O-:21])C.[K+].[Si:24]([O:31][CH2:32][CH2:33][CH2:34]Br)([C:27]([CH3:30])([CH3:29])[CH3:28])([CH3:26])[CH3:25]>CN(C=O)C.C(OCC)(=O)C>[Si:24]([O:31][CH2:32][CH2:33][CH2:34][N:7]1[C:6]2[CH:8]=[CH:9][CH:10]=[C:11]([O:4][CH:5]3[CH2:6][CH2:8][CH2:22][CH2:19][O:21]3)[C:5]=2[O:4][CH2:3][C:2]1=[O:1])([C:27]([CH3:30])([CH3:29])[CH3:28])([CH3:26])[CH3:25] |f:1.2|. Solvent: CN(C)C=O (DMF), C(C)(=O)OCC (ethyl acetate). Yields the product [Si](C)(C)(C(C)(C)C)OCCCN1C(COC2=C1C=CC=C2OC2OCCCC2)=O (4-(3-(tert-butyldimethylsilyloxy)propyl)-3-oxo-8-(tetrahydropyran-2-yloxy)-3,4-dihydro-2H-1,4-benzoxazine). Reactants: [Si](C)(C)(C(C)(C)C)OCCCBr (3-(tert-butyldimethylsilyloxy)-1-bromopropane), CC(C)([O-])C.[K+] (potassium t-butoxide), resultant solution, O=C1COC2=C(N1)C=CC=C2C2OCCCC2 (3-oxo-8-(tetrahydropyran-2-yl)-3,4-dihydro-2H-1,4-benzoxazine). Procedure: 3-oxo-8-(tetrahydropyran-2-yl)-3,4-dihydro-2H-1,4-benzoxazine (2.0 g) was dissolved in DMF (25 ml), and potassium t-butoxide (1.1 g) was added to the resultant solution, and the mixture was stirred at 0° C. for 15 minutes and then at room temperature for 15 minutes. The reaction solution was cooled to 0° C., and 3-(tert-butyldimethylsilyloxy)-1-bromopropane (2.1 ml) was then added to the reaction solution, and the mixture was stirred for 3 hours at room temperature. The reaction solution was dil... Isolated yield 75.0%.